describe an organic reaction: reactants, conditions, products, and yield From a dataset of the Open Reaction Database (ORD), a public repository of structured organic reaction records. Starting materials: O=C([O-])[O-], CS(C)=O, Clc1nc(Cl)c2[nH]cnc2n1, Fc1cccc(F)c1CBr, [K+], [K+], O. Product: Fc1cccc(F)c1Cn1cnc2c(Cl)nc(Cl)nc21. RXN SMILES: [C:12](=[O:13])([O-:14])[O-:15].[CH3:29][S:30]([CH3:31])=[O:32].[Cl:1][c:2]1[n:3][c:4]([Cl:11])[c:5]2[nH:6][cH:7][n:8][c:9]2[n:10]1.[F:18][c:19]1[c:20]([CH2:21][Br:22])[c:23]([F:27])[cH:24][cH:25][cH:26]1.[K+:16].[K+:17].[OH2:28]>>[Cl:1][c:2]1[n:3][c:4]([Cl:11])[c:5]2[n:6][cH:7][n:8]([CH2:21][c:20]3[c:19]([F:18])[cH:26][cH:25][cH:24][c:23]3[F:27])[c:9]2[n:10]1. The product is CC(C)(C)c1ccc(N2C(=O)N(Cc3ccnc(Nc4ccc(O)nc4)c3)C(C)(C)C2=O)cc1. Reaction SMILES: [C:1]([CH3:2])([CH3:3])([CH3:4])[c:5]1[cH:6][cH:7][c:8]([N:11]2[C:12](=[O:27])[N:13]([CH2:19][c:20]3[cH:21][c:22]([Cl:26])[n:23][cH:24][cH:25]3)[C:14]([CH3:17])([CH3:18])[C:15]2=[O:16])[cH:9][cH:10]1.[C:36](=[O:37])([O-:38])[O-:39].[C:48]([O-:49])(=[O:50])[CH3:51].[C:52]([O-:53])(=[O:54])[CH3:55].[Cs+:40].[Cs+:41].[NH2:28][c:29]1[cH:30][cH:31][c:32]([OH:35])[n:33][cH:34]1.[O:42]1[CH2:43][CH2:44][O:45][CH2:46][CH2:47]1.[Pd+2:56]>>[C:1]([CH3:2])([CH3:3])([CH3:4])[c:5]1[cH:6][cH:7][c:8]([N:11]2[C:12](=[O:27])[N:13]([CH2:19][c:20]3[cH:21][c:22]([NH:28][c:29]4[cH:30][cH:31][c:32]([OH:35])[n:33][cH:34]4)[n:23][cH:24][cH:25]3)[C:14]([CH3:17])([CH3:18])[C:15]2=[O:16])[cH:9][cH:10]1. Starting materials: CC(C)(C)c1ccc(N2C(=O)N(Cc3ccnc(Cl)c3)C(C)(C)C2=O)cc1, O=C([O-])[O-], CC(=O)[O-], CC(=O)[O-], [Cs+], [Cs+], Nc1ccc(O)nc1, C1COCCO1, [Pd+2]. The reactants are C(CCC)[Li] (n-butyl lithium), CCCCCC (hexane), CN(S(=O)(=O)N1C=NC=C1)C (1-(Dimethylsulfamoyl) imidazole), [Si](C)(C)(C(C)(C)C)Cl (t-Butyldimethylsilylchloride). The solvent is O1CCCC1 (tetrahydrofuran), O1CCCC1 (THF), O (water). Run at temperature -78 celsius, time 24 hour. The product is CN(S(=O)(=O)N1C(=NC=C1)[Si](C)(C)C(C)(C)C)C (1-Dimethylsulfamoyl-2-t-butyldimethylsilyl imidazole). Yield: 94.2%. RXN SMILES: [CH3:1][N:2]([CH3:11])[S:3]([N:6]1[CH:10]=[CH:9][N:8]=[CH:7]1)(=[O:5])=[O:4].C([Li])CCC.CCCCCC.[Si:23](Cl)([C:26]([CH3:29])([CH3:28])[CH3:27])([CH3:25])[CH3:24]>O1CCCC1.O>[CH3:1][N:2]([CH3:11])[S:3]([N:6]1[CH:10]=[CH:9][N:8]=[C:7]1[Si:23]([C:26]([CH3:29])([CH3:28])[CH3:27])([CH3:25])[CH3:24])(=[O:4])=[O:5]. Reported procedure: Imidazole (1) (20.0 g, 0.29 mol), triethylamine (41.0 mL, 0.29 mol) and N,N-dimethylsulfamoyl chloride (31.6 mL, 0.29 mol) were added to 320 mL of benzene. The reaction was stirred for 48 h at room temperature (rt) and then filtered. The filtrate was collected and concentrated under reduced pressure. Vacuum distillation of the crude product (˜0.5 mmHg, 115°-118° C.) afforded 38.7 g (76%) of a clear and colorless oil. Upon cooling the product solidifies to give white crystals (2). 1-(Dimethylsulf...